From a dataset of the Open Reaction Database (ORD), a public repository of structured organic reaction records. describe an organic reaction: reactants, conditions, products, and yield Starting materials: C1(CCCC1)N1N=C(C2=CC=C(C=C12)C(C)O)CC (1-(1-cyclopentyl-3-ethyl-1H-indazol-6-yl)ethanol), [Cr](=O)(=O)([O-])Cl.[NH+]1=CC=CC=C1 (pyridinium chlorochromate). Solvent: C(Cl)Cl (methylene chloride). Conditions: time 1 hour. Yields the product C1(CCCC1)N1N=C(C2=CC=C(C=C12)C(C)=O)CC (1-(1-cyclopentyl-3-ethyl-1H-indazol-6-yl)ethanone). The yield is 77.0%. Reaction SMILES: [CH:1]1([N:6]2[C:14]3[C:9](=[CH:10][CH:11]=[C:12]([CH:15]([OH:17])[CH3:16])[CH:13]=3)[C:8]([CH2:18][CH3:19])=[N:7]2)[CH2:5][CH2:4][CH2:3][CH2:2]1.[Cr](Cl)([O-])(=O)=O.[NH+]1C=CC=CC=1>C(Cl)Cl>[CH:1]1([N:6]2[C:14]3[C:9](=[CH:10][CH:11]=[C:12]([C:15](=[O:17])[CH3:16])[CH:13]=3)[C:8]([CH2:18][CH3:19])=[N:7]2)[CH2:2][CH2:3][CH2:4][CH2:5]1 |f:1.2|. Procedure: Into a 1-neck round-bottom flask was added 1-(1-cyclopentyl-3-ethyl-1H-indazol-6-yl)ethanol (1.06 g, 4.10 mmol), pyridinium chlorochromate (1.77 g, 8.20 mmol) and 40 mL of methylene chloride. The reaction was stirred at room temperature for 1 hour, filtered through Celite, and rinsed with 200 mL of ethyl acetate. Approximately 20 g of silica gel were added and the mixture was evaporated to dryness under reduced pressure. The residue was purified by column chromatography over silica gel eluting w... Starting materials: CC(C)(C)OC(=O)Cn1cc(Cl)c2ccc(O)cc21, Cc1nc(-c2ccc(C(F)(F)F)cc2)sc1CCO, CC(C)(C)OC(=O)N=NC(=O)OC(C)(C)C, c1ccc(P(c2ccccc2)c2ccccc2)cc1. Product: Cc1nc(-c2ccc(C(F)(F)F)cc2)sc1CCOc1ccc2c(Cl)cn(CC(=O)OC(C)(C)C)c2c1. As a reaction SMILES: [C:1]([CH3:2])([CH3:3])([CH3:4])[O:5][C:6]([CH2:7][n:8]1[cH:9][c:10]([Cl:18])[c:11]2[cH:12][cH:13][c:14]([OH:17])[cH:15][c:16]12)=[O:19].[CH3:20][c:21]1[n:22][c:23](-[c:29]2[cH:30][cH:31][c:32]([C:35]([F:36])([F:37])[F:38])[cH:33][cH:34]2)[s:24][c:25]1[CH2:26][CH2:27][OH:28].[N:58]([C:59]([O:60][C:61]([CH3:62])([CH3:63])[CH3:64])=[O:65])=[N:66][C:67]([O:68][C:69]([CH3:70])([CH3:71])[CH3:72])=[O:73].[c:39]1([P:40]([c:41]2[cH:42][cH:43][cH:44][cH:45][cH:46]2)[c:47]2[cH:48][cH:49][cH:50][cH:51][cH:52]2)[cH:53][cH:54][cH:55][cH:56][cH:57]1>>[C:1]([CH3:2])([CH3:3])([CH3:4])[O:5][C:6]([CH2:7][n:8]1[cH:9][c:10]([Cl:18])[c:11]2[cH:12][cH:13][c:14]([O:17][CH2:27][CH2:26][c:25]3[c:21]([CH3:20])[n:22][c:23](-[c:29]4[cH:30][cH:31][c:32]([C:35]([F:36])([F:37])[F:38])[cH:33][cH:34]4)[s:24]3)[cH:15][c:16]12)=[O:19]. Reactants: N1=C(N=CC=C1)CC(=O)O (pyrimidin-2-yl-acetic acid), C(C1=CC=CC=C1)[C@H]1CN(CCN1)C1=CC(=C(C=C1)OC)OC(F)F ((S)-3-benzyl-1-(3-(difluoromethoxy)-4-methoxyphenyl)piperazine), C(C1=CC=CC=C1)[C@H]1CN(CCN1)C1=CC(=C(C=C1)OC)OC(F)F ((S)-3-benzyl-1-(3-(difluoromethoxy)-4-methoxyphenyl)piperazine). Product: C(C1=CC=CC=C1)[C@@H]1N(CCN(C1)C1=CC(=C(C=C1)OC)OC(F)F)C(CC1=NC=CC=N1)=O ((S)-1-(2-benzyl-4-(3-(difluoromethoxy)-4-methoxyphenyl)piperazin-1-yl)-2-(pyrimidin-2-yl)ethanone). As a reaction SMILES: [N:1]1[CH:6]=[CH:5][CH:4]=[N:3][C:2]=1[CH2:7][C:8]([OH:10])=O.[CH2:11]([C@@H:18]1[NH:23][CH2:22][CH2:21][N:20]([C:24]2[CH:29]=[CH:28][C:27]([O:30][CH3:31])=[C:26]([O:32][CH:33]([F:35])[F:34])[CH:25]=2)[CH2:19]1)[C:12]1[CH:17]=[CH:16][CH:15]=[CH:14][CH:13]=1>>[CH2:11]([C@H:18]1[CH2:19][N:20]([C:24]2[CH:29]=[CH:28][C:27]([O:30][CH3:31])=[C:26]([O:32][CH:33]([F:35])[F:34])[CH:25]=2)[CH2:21][CH2:22][N:23]1[C:8](=[O:10])[CH2:7][C:2]1[N:1]=[CH:6][CH:5]=[CH:4][N:3]=1)[C:12]1[CH:13]=[CH:14][CH:15]=[CH:16][CH:17]=1. Procedure: Prepared by the method outlined for Example 189 using pyrimidin-2-yl-acetic acid and (S)-3-benzyl-1-(3-difluoromethoxy-4-methoxy-phenyl)-piperazine (Example 69, Compound 157) as starting materials. Product as an oil. LC/MS (Method B) 2.46 min, [M+1]+ 468. Potency class ND. Reactants: OC1=C(C=CC(=C1)Cl)C(C)=O (2′-hydroxy-4′-chloroacetophenone), C(C)OC(=O)C1=C(C(=C(C=O)C=C1C)OC)C (4-ethyloxycarbonyldimethylmethyloxybenzaldehyde), C(C)OC(=O)C1=C(C(=C(C=O)C=C1C)OC)C (4-ethyloxycarbonyldimethylmethyloxybenzaldehyde). The product is OC1=C(C=CC(=C1)Cl)C(C=CC1=C(C(=C(C(=C1)C)C(=O)O)C)OC)=O (1-[2-hydroxy-4-chlorophenyl]-3-[4-carboxydimethylmethyloxyphenyl]prop-2-en-1-one). RXN SMILES: [OH:1][C:2]1[CH:7]=[C:6]([Cl:8])[CH:5]=[CH:4][C:3]=1[C:9](=[O:11])[CH3:10].C([O:14][C:15]([C:17]1[C:24]([CH3:25])=[CH:23][C:20]([CH:21]=O)=[C:19]([O:26][CH3:27])[C:18]=1[CH3:28])=[O:16])C>>[OH:1][C:2]1[CH:7]=[C:6]([Cl:8])[CH:5]=[CH:4][C:3]=1[C:9](=[O:11])[CH:10]=[CH:21][C:20]1[CH:23]=[C:24]([CH3:25])[C:17]([C:15]([OH:16])=[O:14])=[C:18]([CH3:28])[C:19]=1[O:26][CH3:27]. Reported procedure: This compound was synthesized from 2′-hydroxy-4′-chloroacetophenone and 4-ethyloxycarbonyldimethylmethyloxybenzaldehyde (starting material 9) according to general method 2 described earlier.